This data is from the Open Reaction Database (ORD), a public repository of structured organic reaction records. The task is: describe an organic reaction: reactants, conditions, products, and yield Reactants: NCCC(C)NC=1C=NC(=CC1)Cl (1-amino-3-[N-(6-chloro-3-pyridyl)amino]butane), CSC(=C[N+](=O)[O-])SC (1,1-bis(methylthio)-2-nitroethene). Solvent: C(C)O (ethanol). Run at temperature 20 celsius. Product: [N+](=O)([O-])C=C1N(C(CCN1)C)C=1C=NC(=CC1)Cl (2-nitromethylene-1-(6-chloro-3-pyridyl)-6methylhexahydropyrimidine). RXN SMILES: [NH2:1][CH2:2][CH2:3][CH:4]([NH:6][C:7]1[CH:8]=[N:9][C:10]([Cl:13])=[CH:11][CH:12]=1)[CH3:5].CS[C:16](SC)=[CH:17][N+:18]([O-:20])=[O:19]>C(O)C>[N+:18]([CH:17]=[C:16]1[NH:1][CH2:2][CH2:3][CH:4]([CH3:5])[N:6]1[C:7]1[CH:8]=[N:9][C:10]([Cl:13])=[CH:11][CH:12]=1)([O-:20])=[O:19]. Procedure: A mixture of 1-amino-3-[N-(6-chloro-3-pyridyl)amino]butane (0.94 g, 0.0047 mol) (ex Example 6), 1,1-bis(methylthio)-2-nitroethene (0.78 g, 0.0047 mol) and ethanol (100 ml) was heated under reflux for 24 hours. The resulting mixture was cooled to ambient temperature (20° C.) and filtered to isolate the product 2-nitromethylene-1-(6-chloro-3-pyridyl)-6methylhexahydropyrimidine as a white solid in a yield of 0.3 g (25%), m.p. 184.5° C. RXN SMILES: [C:1]([O:2][C:3](=[O:4])[NH:7][CH:8]([CH:9]([CH3:10])[O:11][CH2:12][c:13]1[cH:14][cH:15][cH:16][cH:17][cH:18]1)[CH2:19][O:20][CH2:21][C:22](=[O:5])[c:24]1[cH:25][cH:26][c:27]([Cl:30])[cH:28][cH:29]1)([CH3:6])([CH3:23])[CH3:31].[C:32]([O:33][CH2:34][CH3:35])(=[O:36])[CH3:37].[ClH:38]>>[NH:7]1[CH:8]([CH:9]([CH3:10])[O:11][CH2:12][c:13]2[cH:14][cH:15][cH:16][cH:17][cH:18]2)[CH2:19][O:20][CH2:21][CH:22]1[c:24]1[cH:25][cH:26][c:27]([Cl:30])[cH:28][cH:29]1. Product: CC(OCc1ccccc1)C1COCC(c2ccc(Cl)cc2)N1. Starting materials: CC(OCc1ccccc1)C(COCC(=O)c1ccc(Cl)cc1)NC(=O)OC(C)(C)C, CCOC(C)=O, Cl. Starting materials: I.NC=1C(=NC(=C(N1)N)Cl)C(=O)NC(SC)=N (1-(3,5-Diamino-6-chloropyrazinoyl)-2-methyl-2-thiopseudourea hydroiodide), NC=1C=NC=CC1 (3-aminopyridine), ice water. Run in O1CCCC1 (tetrahydrofuran). The product is O.NC=1C(=NC(=C(N1)N)Cl)C(=O)N=CNNC=1C=NC=CC1.NC=1C(=NC(=C(N1)N)Cl)C(=O)N=CNNC=1C=NC=CC1 (3,5-Diamino-6-chloro-N-[(3-pyridylamino)aminomethylene]-2-pyrazinecarboxamide hemihydrate). As a reaction SMILES: I.[NH2:2][C:3]1[C:4]([C:11]([NH:13][C:14](=[NH:17])SC)=[O:12])=[N:5][C:6]([Cl:10])=[C:7]([NH2:9])[N:8]=1.[NH2:18][C:19]1[CH:20]=[N:21][CH:22]=[CH:23][CH:24]=1>O1CCCC1>[OH2:12].[NH2:2][C:3]1[C:4]([C:11]([N:13]=[CH:14][NH:17][NH:18][C:19]2[CH:20]=[N:21][CH:22]=[CH:23][CH:24]=2)=[O:12])=[N:5][C:6]([Cl:10])=[C:7]([NH2:9])[N:8]=1.[NH2:2][C:3]1[C:4]([C:11]([N:13]=[CH:14][NH:17][NH:18][C:19]2[CH:20]=[N:21][CH:22]=[CH:23][CH:24]=2)=[O:12])=[N:5][C:6]([Cl:10])=[C:7]([NH2:9])[N:8]=1 |f:0.1,4.5.6|. Reported procedure: 1-(3,5-Diamino-6-chloropyrazinoyl)-2-methyl-2-thiopseudourea hydroiodide (970 mg., 0.0025 mole) is added to a solution of 3-aminopyridine (940 mg., 0.01 mole) in dry tetrahydrofuran (20 ml.) and the mixture is heated at reflux for 2 hours, then added to crushed ice-water (200 ml.) to precipitate 423 mg. of 3,5-diamino-6-chloro-N-[(3-pyridylamino)aminomethylene]2-pyrazinecarboxamide hemihydrate, m.p. 220°-2° C. Starting materials: COC(CNCC(C)(C)NC(=O)OC(C)(C)C)=O ((2-tert-butoxy carbonylamino-2-methyl-propylamino)-acetic acid methyl ester), COC(CNCC(C)(C)NC(=O)OC(C)(C)C)=O ((2-tert-butoxy carbonylamino-2-methyl-propylamino)-acetic acid methyl ester), C(=O)(C(F)(F)F)O (TFA). Run in C(Cl)Cl (DCM). Product: CC1(CNCC(N1)=O)C (6,6-dimethyl-piperazin-2-one). Yield: 44.8%. Reaction SMILES: COC(=O)[CH2:4][NH:5][CH2:6][C:7]([NH:10][C:11]([O:13]C(C)(C)C)=O)([CH3:9])[CH3:8].C(O)(C(F)(F)F)=O>C(Cl)Cl>[CH3:8][C:7]1([CH3:9])[NH:10][C:11](=[O:13])[CH2:4][NH:5][CH2:6]1. Procedure details: A mixture of (2-tert-butoxycarbonylamino-2-methyl-propylamino)-acetic acid methyl ester (compound N, 26.5 g) in DCM (800 mL) was stirred at ambient temperature, TFA (180 mL) was added drop-wise. The mixture was stirred at 30-40° C. for 5 h before it was concentrated in vacuo. The residue was partitioned between dissolved toluene and water. The organic layer was dried over Na2SO4, filtered, and concentrated in vacuo. The residual solid was dissolved in a mixture of ethanol (400 mL) and methanol (... The reactants are [N+](=O)([O-])C=1C=C2C(=C(NC2=CC1)C(=O)OCC)C1=CC=CC=C1 (ethyl 5-nitro-3-phenyl-1H-indole-2-carboxylate), FC(OC1=CC=C(C=C1)S(=O)(=O)Cl)(F)F (4-trifluoromethoxy-benzenesulfonyl chloride). Product: C1(=CC=CC=C1)C1=C(NC2=CC=C(C=C12)NS(=O)(=O)C1=CC=C(C=C1)OC(F)(F)F)C(=O)O (3-phenyl-5-({[4-(trifluoromethoxy)phenyl]sulfonyl}amino)-1H-indole-2-carboxylic acid). RXN SMILES: [N+:1]([C:4]1[CH:5]=[C:6]2[C:10](=[CH:11][CH:12]=1)[NH:9][C:8]([C:13]([O:15]CC)=[O:14])=[C:7]2[C:18]1[CH:23]=[CH:22][CH:21]=[CH:20][CH:19]=1)([O-])=O.[F:24][C:25]([F:38])([F:37])[O:26][C:27]1[CH:32]=[CH:31][C:30]([S:33](Cl)(=[O:35])=[O:34])=[CH:29][CH:28]=1>>[C:18]1([C:7]2[C:6]3[C:10](=[CH:11][CH:12]=[C:4]([NH:1][S:33]([C:30]4[CH:29]=[CH:28][C:27]([O:26][C:25]([F:24])([F:37])[F:38])=[CH:32][CH:31]=4)(=[O:35])=[O:34])[CH:5]=3)[NH:9][C:8]=2[C:13]([OH:15])=[O:14])[CH:19]=[CH:20][CH:21]=[CH:22][CH:23]=1. Procedure details: The title compound was prepared from ethyl 5-nitro-3-phenyl-1H-indole-2-carboxylate and 4-trifluoromethoxy-benzenesulfonyl chloride followed the procedures of Example 1 Step 2 & Step 3 as a dark brown solid: 1H NMR (DMSO-d6) δ 7.01 (d, J=1.8 Hz, 1H), 7.06 (dd, J=8.7, 1.9 Hz, 1H, 7.28-7.42 (m, 6H, 7.50 (d, J=6.9 Hz, 2H, 7.74 (d, J=8.9 Hz, 2H, 9.94 (s, 1H, 11.84 (s, 1H, 12.89 (br s, 1H; MS (ESI) m/z 475 [M-H]−; HRMS calcd for C22H16F3N2O5S: 477.0730; found (ESI+): 477.0719; Anal. calcd for C22H15F...